The task is: describe an organic reaction: reactants, conditions, products, and yield. This data is from the Open Reaction Database (ORD), a public repository of structured organic reaction records. The reactants are N1NC=CC1=O (pyrazolinone), C1(=CC=CC=C1)N1NC=CC1=O (1-phenyl-3-pyrazolin-5-one), S(=O)(=O)(OC)OC (dimethyl sulphate). The solvent is C1(=CC=CC=C1)C (toluene). Reaction conditions: temperature 50 celsius. Yields the product CN1N(C(C=C1)=O)C1=CC=CC=C1 (2-methyl-1-phenyl-3-pyrazolin-5-one). RXN SMILES: N1C(=O)C=[CH:3]N1.[C:7]1([N:13]2[C:17](=[O:18])[CH:16]=[CH:15][NH:14]2)[CH:12]=[CH:11][CH:10]=[CH:9][CH:8]=1.S(OC)(OC)(=O)=O>C1(C)C=CC=CC=1>[CH3:3][N:14]1[CH:15]=[CH:16][C:17](=[O:18])[N:13]1[C:7]1[CH:12]=[CH:11][CH:10]=[CH:9][CH:8]=1. Procedure: The pyrazolinone prepared as described above in (a) (1.153 g, 7.2 mmol) in dry toluene (3 ml) was treated with dimethyl sulphate (8 mmol, 750 μl) and the whole refluxed under nitrogen for 5 hours. The reaction mixture was then allowed to cool and in doing so separated into two phases. The upper consisting mainly of toluene was carefully pipetted off and discarded. The remaining layer was then treated with water (1 ml), the whole warmed with stirring to 50° C. and then treated with 40% sodium hyd... Starting materials: NC1=NC(=NC(=N1)N)C1=C(C2=CC=CC=C2C=C1)OC (2,4-diamino-6-(1-methoxy-2-naphthyl)-s-triazine), NC1=NC(=NC(=N1)N)C1=C(C2=CC=CC=C2C=C1)OCC1=CC=CC=C1 (2,4-diamino-6-(1-benzyloxy-2-naphthyl)-s-triazine). The product is NC1=NC(=NC(=N1)NC(C1=CN=CC=C1)=O)C1=C(C2=CC=CC=C2C=C1)O (2-amino-4-nicotinamido-6-(1-hydroxy-2-naphthyl)-s-triazine). Reaction SMILES: [NH2:1][C:2]1[N:7]=[C:6]([NH2:8])[N:5]=[C:4]([C:9]2[CH:18]=[CH:17][C:16]3[C:11](=[CH:12][CH:13]=[CH:14][CH:15]=3)[C:10]=2[O:19]C)[N:3]=1.NC1N=C(N)N=[C:24]([C:29]2[CH:38]=[CH:37][C:36]3C(=CC=CC=3)[C:30]=2[O:39]CC2C=CC=CC=2)[N:23]=1>>[NH2:1][C:2]1[N:7]=[C:6]([NH:8][C:30](=[O:39])[C:29]2[CH:38]=[CH:37][CH:36]=[N:23][CH:24]=2)[N:5]=[C:4]([C:9]2[CH:18]=[CH:17][C:16]3[C:11](=[CH:12][CH:13]=[CH:14][CH:15]=3)[C:10]=2[OH:19])[N:3]=1. Procedure: The same methods as in the preceding examples were conducted using 2,4-diamino-6-(1-methoxy-2-naphthyl)-s-triazine or 2,4-diamino-6-(1-benzyloxy-2-naphthyl)-s-triazine to afford 2-amino-4-nicotinamido-6-(1-hydroxy-2-naphthyl)-s-triazine, pale yellow needles, melting point 301° to 302° C.